From a dataset of the Open Reaction Database (ORD), a public repository of structured organic reaction records. describe an organic reaction: reactants, conditions, products, and yield The reactants are C1(=CC=CC=C1)CCCCC1OC(C12CCCC2)=O (3-(4-Phenylbutyl)-2-oxaspiro[3,4]octan-1-one), COC=1C=C(C=CC1OC)S (3,4-dimethoxybenzenethiol), solution, [OH-].[Na+] (NaOH). Solvent: C(C)(C)O (isopropanol). Run at temperature 0 celsius, time 5 minute. Product: COC=1C=C(C=CC1OC)SC(CCCCC1=CC=CC=C1)C1(CCCC1)C(=O)O (1-[1-(3,4-dimethoxyphenylsulfanyl)-5-phenylpentyl]-cyclopentanecarboxylic acid). Isolated yield 66.7%. RXN SMILES: [C:1]1([CH2:7][CH2:8][CH2:9][CH2:10][CH:11]2[C:14]3([CH2:18][CH2:17][CH2:16][CH2:15]3)[C:13](=[O:19])[O:12]2)[CH:6]=[CH:5][CH:4]=[CH:3][CH:2]=1.[CH3:20][O:21][C:22]1[CH:23]=[C:24]([SH:30])[CH:25]=[CH:26][C:27]=1[O:28][CH3:29].[OH-].[Na+]>C(O)(C)C>[CH3:20][O:21][C:22]1[CH:23]=[C:24]([S:30][CH:11]([C:14]2([C:13]([OH:12])=[O:19])[CH2:18][CH2:17][CH2:16][CH2:15]2)[CH2:10][CH2:9][CH2:8][CH2:7][C:1]2[CH:6]=[CH:5][CH:4]=[CH:3][CH:2]=2)[CH:25]=[CH:26][C:27]=1[O:28][CH3:29] |f:2.3|. Procedure: 3-(4-Phenylbutyl)-2-oxaspiro[3,4]octan-1-one (2 g, 7.7 mmol) and 3,4-dimethoxybenzenethiol (2 g, 11.7 mmol) are dissolved in isopropanol (30 mL) and cooled to 0° C. A 1 M solution of NaOH (9.7 mL, 9.7 mmol) is added slowly, and after 5 minutes at 0° C., the reaction is allowed to stir at room temperature overnight. The solvent is removed in vacuo and the residue is dissolved in CH2Cl2 (100 mL). This solution is washed with 1 N HCl (50 mL), brine (30 mL) and dried over MgSO4. The solution is conc... Reactants: ClC1=NC=CC(=N1)C=1C=NC(=C(C#N)C1)N1C[C@H](CC1)F (5-(2-Chloro-primidin-4-yl)-2-((S)-3-fluoro-pyrrolidin-1-yl)-nicotinonitrile), NC=1C=C(C(=O)NC2CCN(CC2)C)C=CC1 (3-amino-N-(1-methyl-piperidin-4-yl)-benzamide), CC(C)(C)[O-].[Na+] (NaOtBu). The reagents and catalysts are C=1C=CC(=CC1)/C=C/C(=O)/C=C/C2=CC=CC=C2.C=1C=CC(=CC1)/C=C/C(=O)/C=C/C2=CC=CC=C2.C=1C=CC(=CC1)/C=C/C(=O)/C=C/C2=CC=CC=C2.[Pd].[Pd] (Pd2(dba)3). Solvent: O1CCOCC1 (1,4-dioxane). Conditions: temperature 120 celsius, time 2 hour. The product is C(#N)C=1C=C(C=NC1N1C[C@H](CC1)F)C1=NC(=NC=C1)NC=1C=C(C(=O)NC2CCN(CC2)C)C=CC1 (3-{-4-[5-Cyano-6-((S)-3-fluoro-pyrrolidin-1-yl)-pyridin-3-yl]-pyrimidin-2-ylamino}-N-(1-methyl-piperidin-4-yl)-benzamide), solid. Isolated yield 38.0%. RXN SMILES: Cl[C:2]1[N:7]=[C:6]([C:8]2[CH:9]=[N:10][C:11]([N:16]3[CH2:20][CH2:19][C@H:18]([F:21])[CH2:17]3)=[C:12]([CH:15]=2)[C:13]#[N:14])[CH:5]=[CH:4][N:3]=1.[NH2:22][C:23]1[CH:24]=[C:25]([CH:36]=[CH:37][CH:38]=1)[C:26]([NH:28][CH:29]1[CH2:34][CH2:33][N:32]([CH3:35])[CH2:31][CH2:30]1)=[O:27].CC([O-])(C)C.[Na+]>O1CCOCC1.C1C=CC(/C=C/C(/C=C/C2C=CC=CC=2)=O)=CC=1.C1C=CC(/C=C/C(/C=C/C2C=CC=CC=2)=O)=CC=1.C1C=CC(/C=C/C(/C=C/C2C=CC=CC=2)=O)=CC=1.[Pd].[Pd]>[C:13]([C:12]1[CH:15]=[C:8]([C:6]2[CH:5]=[CH:4][N:3]=[C:2]([NH:22][C:23]3[CH:24]=[C:25]([CH:36]=[CH:37][CH:38]=3)[C:26]([NH:28][CH:29]3[CH2:34][CH2:33][N:32]([CH3:35])[CH2:31][CH2:30]3)=[O:27])[N:7]=2)[CH:9]=[N:10][C:11]=1[N:16]1[CH2:20][CH2:19][C@H:18]([F:21])[CH2:17]1)#[N:14] |f:2.3,5.6.7.8.9|. Procedure details: 5-(2-Chloro-primidin-4-yl)-2-((S)-3-fluoro-pyrrolidin-1-yl)-nicotinonitrile (8) (100 mg, 0.329 mmol), 3-amino-N-(1-methyl-piperidin-4-yl)-benzamide (115 mg, 0.493 mmol), Pd2(dba)3 (30 mg, 0.0327 mmol), NaOtBu (48 mg, 0.499 mmol) and Dave-Phos (130 mg, 0.330 mmol) were dissolved in 1,4-dioxane (3 mL). Nitrogen was bubbled through the stirred mixture for 5 minutes. The reaction mixture was then stirred at 120° C. in the microwave (250 W, stirring) for 2 hours. The solvent was evaporated in vacuo a... The reactants are C1=CC=CC=2C3C4=CC=CC=C4C(C12)(C3)C=CC(=O)O (β-(9,10-dihydro-9,10-methano-9-anthryl)acrylic acid). The reagents and catalysts are [Pd] (palladium-charcoal). Solvent: C(C)O (ethanol). Reaction conditions: time 2 hour. The product is C1=CC=CC=2C3C4=CC=CC=C4C(C12)(C3)CCC(=O)O (β-(9,10-dihydro-9,10-methano-9-anthryl)propionic acid). As a reaction SMILES: [CH:1]1[C:14]2[C:13]3([CH:16]=[CH:17][C:18]([OH:20])=[O:19])[CH2:15][CH:6]([C:7]4[C:12]3=[CH:11][CH:10]=[CH:9][CH:8]=4)[C:5]=2[CH:4]=[CH:3][CH:2]=1>C(O)C.[Pd]>[CH:11]1[C:12]2[C:13]3([CH2:16][CH2:17][C:18]([OH:20])=[O:19])[CH2:15][CH:6]([C:5]4[C:14]3=[CH:1][CH:2]=[CH:3][CH:4]=4)[C:7]=2[CH:8]=[CH:9][CH:10]=1. Procedure details: A mixture of β-(9,10-dihydro-9,10-methano-9-anthryl)acrylic acid (612 mg) and 5% palladium-charcoal (120 mg) in ethanol was stirred under a hydrogen atmosphere at room temperature for 2 hours. The catalyst was removed by filtration, and the solution was evaporated to dryness to give β-(9,10-dihydro-9,10-methano-9-anthryl)propionic acid. M.P. 185°-189° C. Reactants: OC1=CC=CC2=C1OC(CO2)CO (8-hydroxy-1,4-benzodioxan-2-ylmethanol), [OH-].[Na+] (sodium hydroxide), CI (Methyl iodide). Run in O (water). Conditions: temperature 0 celsius, time 4 hour. Yields the product COC1=CC=CC2=C1OC(CO2)CO (1-(8-methoxy-1,4-benzodioxan-2-yl)methanol). RXN SMILES: [OH:1][C:2]1[C:7]2[O:8][CH:9]([CH2:12][OH:13])[CH2:10][O:11][C:6]=2[CH:5]=[CH:4][CH:3]=1.[OH-].[Na+].[CH3:16]I>O>[CH3:16][O:1][C:2]1[C:7]2[O:8][CH:9]([CH2:12][OH:13])[CH2:10][O:11][C:6]=2[CH:5]=[CH:4][CH:3]=1 |f:1.2|. Procedure: A mixture of 8-hydroxy-1,4-benzodioxan-2-ylmethanol (10 g--prepared in a similar manner to that described in U.S. Pat. No. 3,101,354), sodium hydroxide (2.2 g) and water (150 ml) was stirred for 30 minutes, then cooled to 0° C. Methyl iodide (3.42 ml) was added dropwise, then the mixture was heated to 80° C. and stirred for 4 hours. The mixture was cooled to ambient temperature and stirred for 16 hours. The product was extracted into ethyl acetate (2×200 ml), and the combined extracts were washe... The reactants are FC1=C(C=CC=C1F)CSC1=NC(=CC(=N1)NS(=O)(=O)N1CCC1)OC(C)(C)[C@H]1OC(OC1)(C)C (N-[2-[[(2,3-difluorophenyl)methyl]thio]-6-[1-[(4S)-2,2-dimethyl-1,3-dioxolan-4-yl]-1-methylethoxy]-4-pyrimidinyl]-1-azetidinesulfonamide), product. Reagents/catalysts: O.O.O.O.O.O.[Fe](Cl)(Cl)Cl (iron (III) chloride hexahydrate). Solvent: C(Cl)Cl (DCM), C(O)([O-])=O.[Na+] (sodium hydrogencarbonate). Conditions: time 1 hour. The product is FC1=C(C=CC=C1F)CSC1=NC(=CC(=N1)NS(=O)(=O)N1CCC1)OC([C@H](CO)O)(C)C (N-[2-[[(2,3-difluorophenyl)methyl]thio]-6-[[(2S)-2,3-dihydroxy-1,1-dimethylpropyl]oxy]-4-pyrimidinyl]-1-azetidinesulfonamide). RXN SMILES: [F:1][C:2]1[C:7]([F:8])=[CH:6][CH:5]=[CH:4][C:3]=1[CH2:9][S:10][C:11]1[N:16]=[C:15]([NH:17][S:18]([N:21]2[CH2:24][CH2:23][CH2:22]2)(=[O:20])=[O:19])[CH:14]=[C:13]([O:25][C:26]([C@@H:29]2[CH2:33][O:32]C(C)(C)[O:30]2)([CH3:28])[CH3:27])[N:12]=1>C(Cl)Cl.C(=O)([O-])O.[Na+].O.O.O.O.O.O.[Fe](Cl)(Cl)Cl>[F:1][C:2]1[C:7]([F:8])=[CH:6][CH:5]=[CH:4][C:3]=1[CH2:9][S:10][C:11]1[N:16]=[C:15]([NH:17][S:18]([N:21]2[CH2:24][CH2:23][CH2:22]2)(=[O:20])=[O:19])[CH:14]=[C:13]([O:25][C:26]([CH3:28])([CH3:27])[C@@H:29]([OH:30])[CH2:33][OH:32])[N:12]=1 |f:2.3,4.5.6.7.8.9.10|. Procedure: To a suspension of N-[2-[[(2,3-difluorophenyl)methyl]thio]-6-[1-[(4S)-2,2-dimethyl-1,3-dioxolan-4-yl]-1-methylethoxy]-4-pyrimidinyl]-1-azetidinesulfonamide (the product from step iii) (0.37 g) in DCM (10 mL) was added iron (III) chloride hexahydrate (0.66 g) and the mixture was stirred at ambient temperature for 1 h. The reaction mixture was diluted with sat. sodium hydrogencarbonate solution and extracted with DCM (×3). The combined organic layers were dried (MgSO4), filtered and evaporated. Th...